Dataset: the Open Reaction Database (ORD), a public repository of structured organic reaction records. Task: describe an organic reaction: reactants, conditions, products, and yield The reactants are O=C(Cl)c1cccnc1, CC(Cl)Cl, O=C(C1=COc2cc(O)ccc2O1)N1CCN(C(c2ccc(F)cc2)c2ccc(F)cc2)CC1, c1ccncc1. Product: O=C(Oc1ccc2c(c1)OC=C(C(=O)N1CCN(C(c3ccc(F)cc3)c3ccc(F)cc3)CC1)O2)c1cccnc1. Reaction SMILES: [C:35]([c:36]1[cH:37][n:38][cH:39][cH:40][cH:41]1)(=[O:42])[Cl:43].[Cl:50][CH:51]([Cl:52])[CH3:53].[OH:1][c:2]1[cH:3][c:4]2[c:5]([cH:33][cH:34]1)[O:6][C:7]([C:10](=[O:11])[N:12]1[CH2:13][CH2:14][N:15]([CH:18]([c:19]3[cH:20][cH:21][c:22]([F:25])[cH:23][cH:24]3)[c:26]3[cH:27][cH:28][c:29]([F:32])[cH:30][cH:31]3)[CH2:16][CH2:17]1)=[CH:8][O:9]2.[cH:44]1[cH:45][cH:46][n:47][cH:48][cH:49]1>>[O:1]([c:2]1[cH:3][c:4]2[c:5]([cH:33][cH:34]1)[O:6][C:7]([C:10](=[O:11])[N:12]1[CH2:13][CH2:14][N:15]([CH:18]([c:19]3[cH:20][cH:21][c:22]([F:25])[cH:23][cH:24]3)[c:26]3[cH:27][cH:28][c:29]([F:32])[cH:30][cH:31]3)[CH2:16][CH2:17]1)=[CH:8][O:9]2)[C:35]([c:36]1[cH:37][n:38][cH:39][cH:40][cH:41]1)=[O:42].